Dataset: the Open Reaction Database (ORD), a public repository of structured organic reaction records. Task: describe an organic reaction: reactants, conditions, products, and yield Starting materials: C(C)(C)(C)C1=CC=C(C=C1)N1N=C(C(C1=O)=C(C)NNC(=O)C=1SC(=CC1)C(=O)OC)C (5-methoxycarbonyl-2-thiophenecarboxylic acid N′-(1-(1-(4-tert-butylphenyl)-3-methyl-5-oxo-1,5-dihydropyrazol-4-ylidene)-ethyl)-hydrazide), [OH-].[Na+] (sodium hydroxide), Cl (hydrochloric acid). Solvent: CO (methanol). Product: C(C)(C)(C)C1=CC=C(C=C1)N1N=C(C(C1=O)=C(C)NNC(=O)C=1SC(=CC1)C(=O)O)C (5-carboxy-2-thiophenecarboxylic acid N′-(1-(1-(4-tert-butylphenyl)-3-methyl-5-oxo-1,5-dihydropyrazol-4-ylidene)-ethyl)-hydrazide). The yield is 46.8%. Reaction SMILES: [C:1]([C:5]1[CH:10]=[CH:9][C:8]([N:11]2[C:15](=[O:16])[C:14](=[C:17]([NH:19][NH:20][C:21]([C:23]3[S:24][C:25]([C:28]([O:30]C)=[O:29])=[CH:26][CH:27]=3)=[O:22])[CH3:18])[C:13]([CH3:32])=[N:12]2)=[CH:7][CH:6]=1)([CH3:4])([CH3:3])[CH3:2].[OH-].[Na+].Cl>CO>[C:1]([C:5]1[CH:6]=[CH:7][C:8]([N:11]2[C:15](=[O:16])[C:14](=[C:17]([NH:19][NH:20][C:21]([C:23]3[S:24][C:25]([C:28]([OH:30])=[O:29])=[CH:26][CH:27]=3)=[O:22])[CH3:18])[C:13]([CH3:32])=[N:12]2)=[CH:9][CH:10]=1)([CH3:2])([CH3:3])[CH3:4] |f:1.2|. Procedure details: 14.9 mg (0.033 mmol) of 5-methoxycarbonyl-2-thiophenecarboxylic acid N′-(1-(1-(4-tert-butylphenyl)-3-methyl-5-oxo-1,5-dihydropyrazol-4-ylidene)-ethyl)-hydrazide in 1.5 mL of methanol was stirred with 164 μL (0.164 mmol) of 1M aqueous sodium hydroxide at room temperature for 17 hours. After the stirring, 164 μL (0.164 mmol) of 1M hydrochloric acid was added, and the precipitated solid was collected by filtration to obtain 6.8 mg of the desired product as a pale yellow solid (yield 47%). Reactants: NC1=C(C=C(C(=C1)Cl)OC)CC(C(CC)C)O (1-(2-amino-4-chloro-5-methoxyphenyl)-3-methylpentan-2-ol), C([O-])([O-])=O.[K+].[K+] (potassium carbonate), BrC1=C(C=C(C=C1C)C)C (2-bromomesitylene), CN(C=O)C (N,N-dimethylformamide). The reagents and catalysts are C=1C=CC(=CC1)[P](C=2C=CC=CC2)(C=3C=CC=CC3)[Pd]([P](C=4C=CC=CC4)(C=5C=CC=CC5)C=6C=CC=CC6)([P](C=7C=CC=CC7)(C=8C=CC=CC8)C=9C=CC=CC9)[P](C=1C=CC=CC1)(C=1C=CC=CC1)C=1C=CC=CC1 (tetrakis(triphenylphosphine)palladium). Solvent: O (Water). Run at temperature 160 celsius, time 1 hour. Yields the product ClC1=C(C=C2C=C(NC2=C1)C(CC)C)OC (6-Chloro-5-methoxy-2-(1-methylpropyl)indole). Yield: 92.6%. RXN SMILES: [NH2:1][C:2]1[CH:7]=[C:6]([Cl:8])[C:5]([O:9][CH3:10])=[CH:4][C:3]=1[CH2:11][CH:12](O)[CH:13]([CH3:16])[CH2:14][CH3:15].C(=O)([O-])[O-].[K+].[K+].BrC1C(C)=CC(C)=CC=1C.CN(C)C=O>C1C=CC([P]([Pd]([P](C2C=CC=CC=2)(C2C=CC=CC=2)C2C=CC=CC=2)([P](C2C=CC=CC=2)(C2C=CC=CC=2)C2C=CC=CC=2)[P](C2C=CC=CC=2)(C2C=CC=CC=2)C2C=CC=CC=2)(C2C=CC=CC=2)C2C=CC=CC=2)=CC=1.O>[Cl:8][C:6]1[CH:7]=[C:2]2[C:3]([CH:11]=[C:12]([CH:13]([CH3:16])[CH2:14][CH3:15])[NH:1]2)=[CH:4][C:5]=1[O:9][CH3:10] |f:1.2.3,^1:42,44,63,82|. Reported procedure: A mixture of 1-(2-amino-4-chloro-5-methoxyphenyl)-3-methylpentan-2-ol (602 mg), tetrakis(triphenylphosphine)palladium (0) (135 mg), potassium carbonate (646 mg), 2-bromomesitylene (0.420 mL) and N,N-dimethylformamide (11.7 mL) was stirred at 160° C. for one hour under microwave irradiation. The reaction mixture was allowed to cool to ambient temperature. Water was added to the reaction mixture and this resulting mixture was extracted with ethyl acetate. The organic layer was washed with saturate... The reactants are COS(=O)(=O)OC, Sc1ccc(CCCl)cc1, [Na+], [OH-]. Product: CSc1ccc(CCCl)cc1. As a reaction SMILES: [CH3:11][O:12][S:13]([O:14][CH3:15])(=[O:16])=[O:17].[Cl:1][CH2:2][CH2:3][c:4]1[cH:5][cH:6][c:7]([SH:10])[cH:8][cH:9]1.[Na+:19].[OH-:18]>>[Cl:1][CH2:2][CH2:3][c:4]1[cH:5][cH:6][c:7]([S:10][CH3:11])[cH:8][cH:9]1.